This data is from the Open Reaction Database (ORD), a public repository of structured organic reaction records. The task is: describe an organic reaction: reactants, conditions, products, and yield Starting materials: OC(CC(=O)O)C (3- hydroxybutyric acid), C(CCCCCCCCCCC)O (dodecyl alcohol). Reagents/catalysts: S(O)(O)(=O)=O (sulfuric acid). The solvent is one. Product: C(CCCCCCCCCCC)OC(CC(C)O)=O (Dodecyl-3-Hydroxybutyrate). Isolated yield 62.6%. RXN SMILES: [OH:1][CH:2]([CH3:7])[CH2:3][C:4]([OH:6])=[O:5].[CH2:8](O)[CH2:9][CH2:10][CH2:11][CH2:12][CH2:13][CH2:14][CH2:15][CH2:16][CH2:17][CH2:18][CH3:19]>S(=O)(=O)(O)O>[CH2:19]([O:5][C:4](=[O:6])[CH2:3][CH:2]([OH:1])[CH3:7])[CH2:18][CH2:17][CH2:16][CH2:15][CH2:14][CH2:13][CH2:12][CH2:11][CH2:10][CH2:9][CH3:8]. Procedure details: A 500 ml one neck round bottom flask equipped with a Dean Stark trap, condenser and nitrogen inlet/outlet was charged with 72.0 g (0.69 moles) 3- hydroxybutyric acid, 268.5 g (1.45 moles) dodecyl alcohol, and 0.36 g sulfuric acid (based on 0.5 g/mole 3-hydroxybutyric acid). The mixture was heated to 115 degrees for 48 hours and water was collected as the reaction proceeded. The acid was neutralized by washing three times with 100 ml saturated sodium bicarbonate solution. The organic layer was co...